Dataset: the Open Reaction Database (ORD), a public repository of structured organic reaction records. Task: describe an organic reaction: reactants, conditions, products, and yield The yield is 50.0%. RXN SMILES: [C:1]1([C:7]2[CH:12]=[CH:11][N:10]=[CH:9][N:8]=2)[CH:6]=[CH:5][CH:4]=[CH:3][CH:2]=1.OS(O)(=O)=O.[N+:18]([O-])([OH:20])=[O:19]>>[N+:18]([C:5]1[CH:6]=[C:1]([C:7]2[CH:12]=[CH:11][N:10]=[CH:9][N:8]=2)[CH:2]=[CH:3][CH:4]=1)([O-:20])=[O:19]. Reaction conditions: temperature 0 celsius, time 2 hour. Procedure details: A mixture of 4-phenylpyrimidine (10 g, 64 mmol) and conc. H2SO4 (33 ml) was added to a mixture of conc. H2SO4 (22 ml) and conc. HNO3 (16 ml) at 0° C. The resulting mixture was stirred at 0° C. for 2 hr, poured onto crushed ice, and extracted with CH2Cl2. The extract was washed with a 5% aqueous NaHCO3 solution, dried over MgSO4 and concentrated under reduced pressure. The residue was triturated with isopropanol and the precipitate was filtered off and dried under reduced pressure to give (57) (6... Starting materials: C1(=CC=CC=C1)C1=NC=NC=C1 (4-phenylpyrimidine), OS(=O)(=O)O (H2SO4), OS(=O)(=O)O (H2SO4), [N+](=O)(O)[O-] (HNO3). Product: [N+](=O)([O-])C=1C=C(C=CC1)C1=NC=NC=C1 (4-(3-Nitrophenyl)pyrimidine). Starting materials: C(O)([O-])=O.[Na+] (sodium hydrogen carbonate), CC(C)C1=CC=C(C=C1)C#CC=1C(=NC=CC1)N (3-{[4-(1-methylethyl)phenyl]ethynyl}pyridin-2-amine), [H-].[Na+] (sodium hydride), ClCCS(=O)(=O)Cl (2-chloroethanesulfonyl chloride). The solvent is C(C)(=O)OCC (ethyl acetate), C1CCOC1 (THF), C1CCOC1 (THF). Run at time 2 hour. The product is CC(C)C1=CC=C(C=C1)C#CC1=CC=CN2C1=NS(CC2)(=O)=O (9-{[4-(1-methylethyl)phenyl]ethynyl}-3,4-dihydropyrido[2,1-c][1,2,4]thiadiazine 2,2-dioxide). Isolated yield 53.1%. RXN SMILES: [CH3:1][CH:2]([C:4]1[CH:9]=[CH:8][C:7]([C:10]#[C:11][C:12]2[C:13]([NH2:18])=[N:14][CH:15]=[CH:16][CH:17]=2)=[CH:6][CH:5]=1)[CH3:3].[H-].[Na+].Cl[CH2:22][CH2:23][S:24](Cl)(=[O:26])=[O:25].C(=O)([O-])O.[Na+]>C1COCC1.C(OCC)(=O)C>[CH3:3][CH:2]([C:4]1[CH:5]=[CH:6][C:7]([C:10]#[C:11][C:12]2[C:13]3=[N:18][S:24](=[O:26])(=[O:25])[CH2:23][CH2:22][N:14]3[CH:15]=[CH:16][CH:17]=2)=[CH:8][CH:9]=1)[CH3:1] |f:1.2,4.5|. Reported procedure: A mixture of 3-{[4-(1-methylethyl)phenyl]ethynyl}pyridin-2-amine (150 mg) in dehydrated THF (5 mL) was added to a mixture of sodium hydride (60%, 127 mg) and 2-chloroethanesulfonyl chloride (310 mg) in dehydrated THF (5 mL) under ice-cooling. The reaction mixture was stirred at room temperature for 2 hr, and saturated aqueous sodium hydrogen carbonate solution and ethyl acetate were added. The resulting precipitate was collected by filtration, and washed with water and ethyl acetate to give the ...